The task is: describe an organic reaction: reactants, conditions, products, and yield. This data is from the Open Reaction Database (ORD), a public repository of structured organic reaction records. The reactants are CC(O)c1ccc(-c2ccc(Cl)cc2)cc1, O=S(Cl)Cl, c1ccccc1. Product: CC(Cl)c1ccc(-c2ccc(Cl)cc2)cc1. As a reaction SMILES: [Cl:1][c:2]1[cH:3][cH:4][c:5](-[c:8]2[cH:9][cH:10][c:11]([CH:14]([CH3:15])[OH:16])[cH:12][cH:13]2)[cH:6][cH:7]1.[S:17]([Cl:18])([Cl:19])=[O:20].[cH:21]1[cH:22][cH:23][cH:24][cH:25][cH:26]1>>[Cl:1][c:2]1[cH:3][cH:4][c:5](-[c:8]2[cH:9][cH:10][c:11]([CH:14]([CH3:15])[Cl:19])[cH:12][cH:13]2)[cH:6][cH:7]1.